From a dataset of the Open Reaction Database (ORD), a public repository of structured organic reaction records. describe an organic reaction: reactants, conditions, products, and yield Reactants: C(Br)(Br)(Br)Br (carbon tetrabromide), C1(CC1)NC(C1=CC(=C(C(=C1)N1C(C(=NC=C1)NC(C)(C)C1=C(C=CC=C1)CCCO)=O)C)F)=O (N-cyclopropyl-3-fluoro-5-[3-({1-[2-(3-hydroxypropyl)phenyl]-1-methylethyl}amino)-2-oxopyrazin-1(2H)-yl]-4-methylbenzamide), C1(=CC=CC=C1)P(C1=CC=CC=C1)C1=CC=CC=C1 (triphenylphosphine). The solvent is C1CCOC1 (THF). Conditions: temperature 0 celsius, time 16 hour. Yields the product BrCCCC1=C(C=CC=C1)C(C)(C)NC=1C(N(C=CN1)C=1C=C(C(=O)NC2CC2)C=C(C1C)F)=O (3-[3-({1-[2-(3-Bromopropyl)phenyl]-1-methylethyl}amino)-2-oxopyrazin-1(2H)-yl]-N-cyclopropyl-5-fluoro-4-methylbenzamide). Isolated yield 29.8%. Reaction SMILES: [CH:1]1([NH:4][C:5](=[O:35])[C:6]2[CH:11]=[C:10]([N:12]3[CH:17]=[CH:16][N:15]=[C:14]([NH:18][C:19]([C:22]4[CH:27]=[CH:26][CH:25]=[CH:24][C:23]=4[CH2:28][CH2:29][CH2:30]O)([CH3:21])[CH3:20])[C:13]3=[O:32])[C:9]([CH3:33])=[C:8]([F:34])[CH:7]=2)[CH2:3][CH2:2]1.C(Br)(Br)(Br)[Br:37].C1(P(C2C=CC=CC=2)C2C=CC=CC=2)C=CC=CC=1>C1COCC1>[Br:37][CH2:30][CH2:29][CH2:28][C:23]1[CH:24]=[CH:25][CH:26]=[CH:27][C:22]=1[C:19]([NH:18][C:14]1[C:13](=[O:32])[N:12]([C:10]2[CH:11]=[C:6]([CH:7]=[C:8]([F:34])[C:9]=2[CH3:33])[C:5]([NH:4][CH:1]2[CH2:3][CH2:2]2)=[O:35])[CH:17]=[CH:16][N:15]=1)([CH3:21])[CH3:20]. Reported procedure: A solution of N-cyclopropyl-3-fluoro-5-[3-({1-[2-(3-hydroxypropyl)phenyl]-1-methylethyl}amino)-2-oxopyrazin-1(2H)-yl]-4-methylbenzamide (Example 323h) (0.4 g) dissolved in THF (10 mL) was treated with carbon tetrabromide (0.277 g) under nitrogen. The resulting mixture was cooled to 0° C. before adding triphenylphosphine (0.219 g). The reaction mixture was stirred at room temperature for 16 h. The reaction mixture was evaporated and the residue purified (SiO2 chromatography eluting with 50% DCM i... Product: CC1CCN(S(=O)(=O)c2ccc(Cl)cc2)C1c1ccc(F)cc1. Reactants: Clc1ccccc1, CC1CCNC1c1ccc(F)cc1, O=S(=O)(Cl)Cl. RXN SMILES: [Cl:19][c:20]1[cH:21][cH:22][cH:23][cH:24][cH:25]1.[F:1][c:2]1[cH:3][cH:4][c:5]([CH:8]2[NH:9][CH2:10][CH2:11][CH:12]2[CH3:13])[cH:6][cH:7]1.[S:14](=[O:15])(=[O:16])([Cl:17])[Cl:18]>>[F:1][c:2]1[cH:3][cH:4][c:5]([CH:8]2[N:9]([S:14](=[O:15])(=[O:16])[c:23]3[cH:22][cH:21][c:20]([Cl:19])[cH:25][cH:24]3)[CH2:10][CH2:11][CH:12]2[CH3:13])[cH:6][cH:7]1. As a reaction SMILES: [C:34]([O:35][BH-:36]([O:37][C:38](=[O:39])[CH3:40])[O:41][C:42](=[O:43])[CH3:44])(=[O:45])[CH3:46].[CH3:53][C:54](=[O:55])[OH:56].[Cl:50][CH2:51][Cl:52].[N:1]1([CH2:7][CH2:8][CH2:9][O:10][c:11]2[cH:12][cH:13][c:14]([CH:15]=[O:16])[cH:17][cH:18]2)[CH2:2][CH2:3][CH2:4][CH2:5][CH2:6]1.[Na+:47].[Na+:49].[OH-:48].[c:19]1([CH:25]=[CH:26][CH2:27][N:28]2[CH2:29][CH2:30][NH:31][CH2:32][CH2:33]2)[cH:20][cH:21][cH:22][cH:23][cH:24]1>>[N:1]1([CH2:7][CH2:8][CH2:9][O:10][c:11]2[cH:12][cH:13][c:14]([CH2:15][N:31]3[CH2:30][CH2:29][N:28]([CH2:27][CH:26]=[CH:25][c:19]4[cH:20][cH:21][cH:22][cH:23][cH:24]4)[CH2:33][CH2:32]3)[cH:17][cH:18]2)[CH2:2][CH2:3][CH2:4][CH2:5][CH2:6]1. Product: C(=Cc1ccccc1)CN1CCN(Cc2ccc(OCCCN3CCCCC3)cc2)CC1. The reactants are CC(=O)O[BH-](OC(C)=O)OC(C)=O, CC(=O)O, ClCCl, O=Cc1ccc(OCCCN2CCCCC2)cc1, [Na+], [Na+], [OH-], C(=Cc1ccccc1)CN1CCNCC1. Starting materials: COc1cccc(C=Nc2ccccc2)c1, O=C1CCC(=O)O1, Cc1ccccc1C. Yields the product COc1cccc(C2C(C(=O)O)CC(=O)N2c2ccccc2)c1. Reaction SMILES: [CH3:1][O:2][c:3]1[cH:4][c:5]([CH:6]=[N:7][c:8]2[cH:9][cH:10][cH:11][cH:12][cH:13]2)[cH:14][cH:15][cH:16]1.[O:17]=[C:18]1[CH2:19][CH2:20][C:21](=[O:22])[O:23]1.[c:24]1([CH3:25])[c:26]([CH3:27])[cH:28][cH:29][cH:30][cH:31]1>>[CH3:1][O:2][c:3]1[cH:4][c:5]([CH:6]2[N:7]([c:8]3[cH:9][cH:10][cH:11][cH:12][cH:13]3)[C:21](=[O:22])[CH2:20][CH:19]2[C:18](=[O:17])[OH:23])[cH:14][cH:15][cH:16]1. Starting materials: ICl (iodine monochloride), Cl (hydrogen chloride), ICl (iodine monochloride), ICl (ICl), [N+](=O)([O-])C1=CC=C(N)C=C1 (p-nitroaniline), Cl (hydrogen chloride). Run in O (water), O (water). Run at temperature 20 celsius, time 3 hour. The product is IC1=C(N)C=CC(=C1)[N+](=O)[O-] (2-Iodo-4-nitroaniline). The yield is 98.0%. Reaction SMILES: [I:1]Cl.Cl.[N+:4]([C:7]1[CH:13]=[CH:12][C:10]([NH2:11])=[CH:9][CH:8]=1)([O-:6])=[O:5]>O>[I:1][C:12]1[CH:13]=[C:7]([N+:4]([O-:6])=[O:5])[CH:8]=[CH:9][C:10]=1[NH2:11]. Procedure details: A solution of iodine monochloride (25.8 mL, 514 mmol) in water (220 mL) at 0° C. was treated with concentrated hydrogen chloride (87 mL, 2800 mmol) and stirred until the iodine monochloride dissolved. This cooled ICl solution was then added to a solution of p-nitroaniline (71 g, 510 mmol) in water (590 mL) and concentrated hydrogen chloride (50 mL, 2000 mmol) and stirred at 20° C. for 3 hours. The reaction mixture was filtered, washed with water, and dried to give the desired product (132 g, 94%... The reactants are ( a ), O=C1NC(C2=C(N1)N=CC(=C2)/C=C/C(=O)O)=O ((E)-3-(2,4-dioxo-1,2,3,4-tetrahydro-pyrido[2,3-d]pyrimidin-6-yl)acrylic acid), Cl.CN1CC(NC2=C(C1)C=C(C=N2)/C=C/C(=O)O)=O ((E)-3-(4-methyl-2-oxo-2,3,4,5-tetrahydro-1H-pyrido[2,3-e][1,4]diazepin-7-yl)acrylic acid hydrochloride), CNCC1=CN(C2=CC=CC=C12)C (methyl-(1-methyl-1H-indol-3-ylmethyl)amine), CNCC1=C(C2=CC=CC=C2C=C1)CCC (methyl-(1-propyl-naphthalen-2-ylmethyl)amine), amide. Yields the product O=C1NC(C2=C(N1)N=CC(=C2)/C=C/C(=O)N(CC2=CN(C1=CC=CC=C21)C)C)=O ((E)-3-(2,4-Dioxo-1,2,3,4-tetrahydro-pyrido[2,3-d]pyrimidin-6-yl)-N-methyl-N-(1-methyl-1H-indol-3-ylmethyl)acrylamide). The yield is 34.0%. As a reaction SMILES: [CH3:1][NH:2][CH2:3][C:4]1[C:12]2[C:7](=[CH:8][CH:9]=[CH:10][CH:11]=2)[N:6]([CH3:13])[CH:5]=1.CNCC1C=CC2C(=CC=CC=2)C=1CCC.[O:30]=[C:31]1[NH:36][C:35]2[N:37]=[CH:38][C:39](/[CH:41]=[CH:42]/[C:43]([OH:45])=O)=[CH:40][C:34]=2[C:33](=[O:46])[NH:32]1.Cl.CN1CC2C=C(/C=C/C(O)=O)C=NC=2NC(=O)C1>>[O:30]=[C:31]1[NH:36][C:35]2[N:37]=[CH:38][C:39](/[CH:41]=[CH:42]/[C:43]([N:2]([CH3:1])[CH2:3][C:4]3[C:12]4[C:7](=[CH:8][CH:9]=[CH:10][CH:11]=4)[N:6]([CH3:13])[CH:5]=3)=[O:45])=[CH:40][C:34]=2[C:33](=[O:46])[NH:32]1 |f:3.4|. Procedure details: According to the procedure of Example 1 (a), except substituting methyl-(1-methyl-1H-indol-3-ylmethyl)amine for the methyl-(1-propyl-naphthalen-2-ylmethyl)amine, and substituting (E)-3-(2,4-dioxo-1,2,3,4-tetrahydro-pyrido[2,3-d]pyrimidin-6-yl)acrylic acid for the (E)-3-(4-methyl-2-oxo-2,3,4,5-tetrahydro-1H-pyrido[2,3-e][1,4]diazepin-7-yl)acrylic acid hydrochloride, the title compound (0.16 g, 34%) was prepared as a tan solid and as a mixture of amide rotamers; 1H NMR (300 MHz, DMSO-d6) δ 11.84 (... The reactants are O=S(=O)(c1ccccc1)n1ncc2c(-c3nnc(CCl)o3)cc(Br)cc21, CC#N, CCN(C(C)C)C(C)C, ClCCl, [I-], NCC(O)CN1CCOCC1, [Na+]. Product: O=S(=O)(c1ccccc1)n1ncc2c(-c3nnc(CNCC(O)CN4CCOCC4)o3)cc(Br)cc21. Reaction SMILES: [Br:1][c:2]1[cH:3][c:4](-[c:20]2[o:21][c:22]([CH2:25][Cl:26])[n:23][n:24]2)[c:5]2[cH:6][n:7][n:8]([S:11](=[O:12])(=[O:13])[c:14]3[cH:15][cH:16][cH:17][cH:18][cH:19]3)[c:9]2[cH:10]1.[CH3:49][C:50]#[N:51].[CH:40]([N:41]([CH2:42][CH3:43])[CH:44]([CH3:45])[CH3:46])([CH3:47])[CH3:48].[Cl:52][CH2:53][Cl:54].[I-:28].[NH2:29][CH2:30][CH:31]([CH2:32][N:33]1[CH2:34][CH2:35][O:36][CH2:37][CH2:38]1)[OH:39].[Na+:27]>>[Br:1][c:2]1[cH:3][c:4](-[c:20]2[o:21][c:22]([CH2:25][NH:29][CH2:30][CH:31]([CH2:32][N:33]3[CH2:34][CH2:35][O:36][CH2:37][CH2:38]3)[OH:39])[n:23][n:24]2)[c:5]2[cH:6][n:7][n:8]([S:11](=[O:12])(=[O:13])[c:14]3[cH:15][cH:16][cH:17][cH:18][cH:19]3)[c:9]2[cH:10]1.